From a dataset of the Open Reaction Database (ORD), a public repository of structured organic reaction records. describe an organic reaction: reactants, conditions, products, and yield Starting materials: O (water), C(=O)(C=1NC=CN1)C=1NC=CN1 (Carbonyl diimidazole), C(C)(C)(C)OC(=O)N1CC(C1)CC(=O)O (2-(1-(tert-butoxycarbonyl)azetidin-3-yl)acetic acid), ON=C(N)C=1C=CC(=C(C1)NC(=O)C1=CN=C2N1C=CC=C2)C (N-(5-(N′-hydroxycarbamimidoyl)-2-methylphenyl)imidazo[1,2-a]pyridine-3-carboxamide). Run in CN1CCCC1=O (NMP). Reaction conditions: temperature 125 celsius, time 20 minute. The product is N=1C=C(N2C1C=CC=C2)C(=O)NC=2C=C(C=CC2C)C2=NOC(=N2)CC2CN(C2)C(=O)OC(C)(C)C (tert-butyl 3-((3-(3-(imidazo[1,2-a]pyridine-3-carboxamido)-4-methylphenyl)-1,2,4-oxadiazol-5-yl)methyl)azetidine-1-carboxylate). Reaction SMILES: C(C1NC=CN=1)(C1NC=CN=1)=O.[C:13]([O:17][C:18]([N:20]1[CH2:23][CH:22]([CH2:24][C:25]([OH:27])=O)[CH2:21]1)=[O:19])([CH3:16])([CH3:15])[CH3:14].O[N:29]=[C:30]([C:32]1[CH:33]=[CH:34][C:35]([CH3:50])=[C:36]([NH:38][C:39]([C:41]2[N:45]3[CH:46]=[CH:47][CH:48]=[CH:49][C:44]3=[N:43][CH:42]=2)=[O:40])[CH:37]=1)[NH2:31].O>CN1C(=O)CCC1>[N:43]1[CH:42]=[C:41]([C:39]([NH:38][C:36]2[CH:37]=[C:32]([C:30]3[N:29]=[C:25]([CH2:24][CH:22]4[CH2:21][N:20]([C:18]([O:17][C:13]([CH3:14])([CH3:15])[CH3:16])=[O:19])[CH2:23]4)[O:27][N:31]=3)[CH:33]=[CH:34][C:35]=2[CH3:50])=[O:40])[N:45]2[CH:46]=[CH:47][CH:48]=[CH:49][C:44]=12. Reported procedure: Carbonyl diimidazole (CDI) (52.0 mg, 0.32 mmol) was added to a stirred solution of 2-(1-(tert-butoxycarbonyl)azetidin-3-yl)acetic acid (69.0 mg, 0.32 mmol) in NMP (1.0 mL). After 20 minutes, N-(5-(N′-hydroxycarbamimidoyl)-2-methylphenyl)imidazo[1,2-a]pyridine-3-carboxamide (9) (49.5 mg, 0.16 mmol) was added in one portion and the resulting solution was stirred for 30 minutes before it was heated at 125° C. for 15 minutes in a microwave reactor. The reaction mixture was added dropwise to water (2... Yield: 32.8%. The product is CN1CCC(CC1)(C1=CC=CC=C1)OC1=C(C=CC=C1)[N+](=O)[O-] (1-Methyl-4-(2-nitrophenoxy)-4-phenylpiperidine). Run at time 1 hour. The reactants are CN1CCC(CC1)(O)C1=CC=CC=C1 (1-methyl-4-phenyl-4-piperidinol), [H-].[Na+] (sodium hydride), oil, FC1=C(C=CC=C1)[N+](=O)[O-] (2-fluoronitrobenzene), O (water). Solvent: CS(=O)C (DMSO). Reaction SMILES: [CH3:1][N:2]1[CH2:7][CH2:6][C:5]([C:9]2[CH:14]=[CH:13][CH:12]=[CH:11][CH:10]=2)([OH:8])[CH2:4][CH2:3]1.[H-].[Na+].F[C:18]1[CH:23]=[CH:22][CH:21]=[CH:20][C:19]=1[N+:24]([O-:26])=[O:25].O>CS(C)=O>[CH3:1][N:2]1[CH2:7][CH2:6][C:5]([O:8][C:18]2[CH:23]=[CH:22][CH:21]=[CH:20][C:19]=2[N+:24]([O-:26])=[O:25])([C:9]2[CH:14]=[CH:13][CH:12]=[CH:11][CH:10]=2)[CH2:4][CH2:3]1 |f:1.2|. Procedure: A solution of 1-methyl-4-phenyl-4-piperidinol (7.65 g, 40 mM) in dry DMSO (100 ml) was treated with sodium hydride (2.0 g of 50% dispersion in oil 42 mM), the mixture stirred for 1 hour and then treated with 2-fluoronitrobenzene (5.65 g, 40 mM). After 24 hours the reaction mixture was poured in to water (500 ml) and extracted with ether (2×500 ml). The organic extract was washed with brine, dried and the solvents removed under reduced pressure. Recrystallisation of the residue from cyclohexane g... Reported procedure: 5.28 g (0.11 mol) of sodium hydride was added to 50 ml of dry tetrahydrofuran, and to this solution was added dropwise a mixed solution of 12.2 g (0.11 mol) of ethyl cyanoacetate and 10.0 g (0.027 mol) of bis(2-iodoethoxy)ethane, followed by 2-hours reflux under heating. After the reaction, the most portion of tetrahydrofuran was distilled off and the residue was added with 10 ml of water, neutralized with 1N hydrochloric acid and extracted three times with 50 ml of ether. After drying the extra... The solvent is O1CCCC1 (tetrahydrofuran). Yields the product C(#N)C(CCOC(C)OCCC(C#N)C(=O)OCC)C(=O)OCC (bis(3-cyano-3-carboethoxypropoxy)ethane). The yield is 55.9%. As a reaction SMILES: [H-].[Na+].[C:3]([CH2:5][C:6]([O:8][CH2:9][CH3:10])=[O:7])#[N:4].I[CH2:12][CH2:13][O:14][CH:15]([O:17][CH2:18][CH2:19]I)[CH3:16]>O1CCCC1>[C:3]([CH:5]([C:6]([O:8][CH2:9][CH3:10])=[O:7])[CH2:12][CH2:13][O:14][CH:15]([O:17][CH2:18][CH2:19][CH:5]([C:6]([O:8][CH2:9][CH3:10])=[O:7])[C:3]#[N:4])[CH3:16])#[N:4] |f:0.1|. The reactants are C(#N)CC(=O)OCC (ethyl cyanoacetate), ICCOC(C)OCCI (bis(2-iodoethoxy)ethane), [H-].[Na+] (sodium hydride). The reactants are CC(=O)O, [Zn], CC(CC=NO)c1ccccc1-c1ccccc1. The product is CC(CCN)c1ccccc1-c1ccccc1. As a reaction SMILES: [CH3:19][C:20](=[O:21])[OH:22].[Zn:23].[c:1]1(-[c:13]2[cH:14][cH:15][cH:16][cH:17][cH:18]2)[c:2]([CH:7]([CH2:8][CH:9]=[N:10][OH:11])[CH3:12])[cH:3][cH:4][cH:5][cH:6]1>>[c:1]1(-[c:13]2[cH:14][cH:15][cH:16][cH:17][cH:18]2)[c:2]([CH:7]([CH2:8][CH2:9][NH2:10])[CH3:12])[cH:3][cH:4][cH:5][cH:6]1. Starting materials: CC(C)C#N, C[Si](C)(C)[N-][Si](C)(C)C, Cl, COc1ccc(F)cc1, [K+], C1CCOC1. Yields the product COc1ccc(C(C)(C)C#N)cc1. RXN SMILES: [C:20]([CH:21]([CH3:22])[CH3:23])#[N:24].[CH3:1][Si:2]([N-:3][Si:4]([CH3:5])([CH3:6])[CH3:7])([CH3:8])[CH3:9].[ClH:25].[F:11][c:12]1[cH:13][cH:14][c:15]([O:18][CH3:19])[cH:16][cH:17]1.[K+:10].[O:26]1[CH2:27][CH2:28][CH2:29][CH2:30]1>>[c:12]1([C:21]([C:20]#[N:24])([CH3:22])[CH3:23])[cH:13][cH:14][c:15]([O:18][CH3:19])[cH:16][cH:17]1.